The task is: describe an organic reaction: reactants, conditions, products, and yield. This data is from the Open Reaction Database (ORD), a public repository of structured organic reaction records. Starting materials: [Ti](Cl)(Cl)(Cl)Cl (titanium tetrachloride), C1(=CC=CC=C1)[N-]C1=CC=CC=C1.[Li+] (lithium diphenylamide), C1(=CC=CC=C1)NC1=CC=CC=C1 (diphenylamine). Solvent: C1(=CC=CC=C1)C (toluene). As a reaction SMILES: [Ti:1](Cl)(Cl)(Cl)Cl.[C:6]1([N-:12][C:13]2[CH:18]=[CH:17][CH:16]=[CH:15][CH:14]=2)[CH:11]=[CH:10][CH:9]=[CH:8][CH:7]=1.[Li+].[C:20]1([NH:26][C:27]2[CH:32]=[CH:31][CH:30]=[CH:29][CH:28]=2)[CH:25]=[CH:24][CH:23]=[CH:22][CH:21]=1>C1(C)C=CC=CC=1>[C:13]1([N-:12][C:6]2[CH:7]=[CH:8][CH:9]=[CH:10][CH:11]=2)[CH:14]=[CH:15][CH:16]=[CH:17][CH:18]=1.[C:27]1([N-:26][C:20]2[CH:21]=[CH:22][CH:23]=[CH:24][CH:25]=2)[CH:28]=[CH:29][CH:30]=[CH:31][CH:32]=1.[C:13]1([N-:12][C:6]2[CH:7]=[CH:8][CH:9]=[CH:10][CH:11]=2)[CH:14]=[CH:15][CH:16]=[CH:17][CH:18]=1.[C:13]1([N-:12][C:6]2[CH:7]=[CH:8][CH:9]=[CH:10][CH:11]=2)[CH:14]=[CH:15][CH:16]=[CH:17][CH:18]=1.[Ti+4:1] |f:1.2,5.6.7.8.9|. The product is C1(=CC=CC=C1)[N-]C1=CC=CC=C1.C1(=CC=CC=C1)[N-]C1=CC=CC=C1.C1(=CC=CC=C1)[N-]C1=CC=CC=C1.C1(=CC=CC=C1)[N-]C1=CC=CC=C1.[Ti+4] (titanium tetrakis(diphenylamide)). Procedure details: The same apparatus described in Step (1) of Example 1-E is used in this procedure. The 250 ml dropping funnel is charged with toluene, 50 ml, and titanium tetrachloride, 2.4 ml (0.022 mole). This is added dropwise to the flask containing lithium diphenylamide which is maintained at -20° C. during the addition while stirring magnetically. Total addition time is 30 minutes. The mixture is warmed to room temperature and then refluxed for 2 hours. All volatiles are removed under vacuum to give a dee... Run at temperature -20 celsius, time 30 minute.